From a dataset of the Open Reaction Database (ORD), a public repository of structured organic reaction records. describe an organic reaction: reactants, conditions, products, and yield Starting materials: CC(=O)O[BH-](OC(C)=O)OC(C)=O, C1COCCN1, CC(=O)O, ClCCCl, [Na+], CC(O)(c1ccc(N2CCN(S(=O)(=O)c3cccs3)CC2C=O)cc1)C(F)(F)F. Yields the product CC(O)(c1ccc(N2CCN(S(=O)(=O)c3cccs3)CC2CN2CCOCC2)cc1)C(F)(F)F. Reaction SMILES: [C:36]([O:37][BH-:38]([O:39][C:40](=[O:41])[CH3:42])[O:43][C:44](=[O:45])[CH3:46])(=[O:47])[CH3:48].[CH2:30]1[CH2:31][O:32][CH2:33][CH2:34][NH:35]1.[CH3:50][C:51](=[O:52])[OH:53].[Cl:54][CH2:55][CH2:56][Cl:57].[Na+:49].[s:1]1[c:2]([S:6](=[O:7])(=[O:8])[N:9]2[CH2:10][CH:11]([CH:28]=[O:29])[N:12]([c:15]3[cH:16][cH:17][c:18]([C:21]([C:22]([F:23])([F:24])[F:25])([CH3:26])[OH:27])[cH:19][cH:20]3)[CH2:13][CH2:14]2)[cH:3][cH:4][cH:5]1>>[s:1]1[c:2]([S:6](=[O:7])(=[O:8])[N:9]2[CH2:10][CH:11]([CH2:28][N:35]3[CH2:30][CH2:31][O:32][CH2:33][CH2:34]3)[N:12]([c:15]3[cH:16][cH:17][c:18]([C:21]([C:22]([F:23])([F:24])[F:25])([CH3:26])[OH:27])[cH:19][cH:20]3)[CH2:13][CH2:14]2)[cH:3][cH:4][cH:5]1. Starting materials: COC1=CC=C2C=CC=C(C2=C1)N1CCN(CC1)CCN (1-(7-methoxy-1-naphthyl)-4-(2-aminoethyl)piperazine), S(=O)(=O)(C1=CC=C(C)C=C1)Cl (tosyl chloride). Solvent: C(Cl)(Cl)Cl (chloroform). The product is Cl.COC1=CC=C2C=CC=C(C2=C1)N1CCN(CC1)CCNS(=O)(=O)C1=CC=C(C)C=C1 (1-(7-Methoxy-1-naphthyl)-4-(2-tosylaminoethyl)-piperazine hydrochloride). As a reaction SMILES: [CH3:1][O:2][C:3]1[CH:12]=[C:11]2[C:6]([CH:7]=[CH:8][CH:9]=[C:10]2[N:13]2[CH2:18][CH2:17][N:16]([CH2:19][CH2:20][NH2:21])[CH2:15][CH2:14]2)=[CH:5][CH:4]=1.[S:22]([Cl:32])([C:25]1[CH:31]=[CH:30][C:28]([CH3:29])=[CH:27][CH:26]=1)(=[O:24])=[O:23]>C(Cl)(Cl)Cl>[ClH:32].[CH3:1][O:2][C:3]1[CH:12]=[C:11]2[C:6]([CH:7]=[CH:8][CH:9]=[C:10]2[N:13]2[CH2:18][CH2:17][N:16]([CH2:19][CH2:20][NH:21][S:22]([C:25]3[CH:31]=[CH:30][C:28]([CH3:29])=[CH:27][CH:26]=3)(=[O:24])=[O:23])[CH2:15][CH2:14]2)=[CH:5][CH:4]=1 |f:3.4|. Procedure details: This compound was prepared according to the method described in Example 1, Stage E, from 1-(7-methoxy-1-naphthyl)-4-(2-aminoethyl)piperazine and tosyl chloride in solution in chloroform. The yield is 73.0%. Solvent: C(C)(=O)OCC (ethyl acetate). RXN SMILES: C([N-][CH:5]([CH3:7])[CH3:6])(C)C.[Li+].[CH2:9]([O:11][CH2:12][N:13]1[CH:20]=[CH:19][C:17](=O)[NH:16][C:14]1=[S:15])[CH3:10].C1([S:27]SC2C=CC=CC=2)C=CC=CC=1.C(O)(=O)C.O1C[CH2:42][CH2:41][CH2:40]1>C(OCC)(=O)C>[CH2:9]([O:11][CH2:12][N:13]1[C:20]([C:6]2[CH:5]=[CH:7][CH:42]=[CH:41][CH:40]=2)=[CH:19][C:17](=[S:27])[NH:16][C:14]1=[S:15])[CH3:10] |f:0.1|. Conditions: temperature -70 celsius, time 1 hour. Product: C(C)OCN1C(=S)NC(=S)C=C1C1=CC=CC=C1 (1-ethoxymethyl-6-phenylthio-2-thiouracil). Starting materials: C(C)(C)[N-]C(C)C.[Li+] (lithium diisopropylamide), C(C)OCN1C(=S)NC(=O)C=C1 (1-ethoxymethyl-2-thiouracil), O1CCCC1 (tetrahydrofuran), O1CCCC1 (tetrahydrofuran), O1CCCC1 (tetrahydrofuran), C1(=CC=CC=C1)SSC1=CC=CC=C1 (diphenyl disulfide), O1CCCC1 (tetrahydrofuran), C(C)(=O)O (acetic acid). Procedure: Then, 3.3 ml lithium diisopropylamide solution in tetrahydrofuran (2.1M) was added to 9 ml of tetrahydrofuran under a nitrogen atmosphere at −70° C., to which a solution of 0.56 g (3.0 mmol) of 1-ethoxymethyl-2-thiouracil in 3 ml of tetrahydrofuran was added dropwise over 15 minutes. After stirring for 1 hour at −70° C., the reaction mixture was added with a solution of 0.85 g (3.9 mmol) of diphenyl disulfide in 1 ml of tetrahydrofuran dropwise over 10 minutes and allowed to react for 20 minutes...